From a dataset of the Open Reaction Database (ORD), a public repository of structured organic reaction records. describe an organic reaction: reactants, conditions, products, and yield Reactants: COc1cc2ncnc(C3CCNCC3)c2cc1OC, O=C=Nc1ccc(Oc2ccccc2)cc1, CN(C)C=O. The product is COc1cc2ncnc(C3CCN(C(=O)Nc4ccc(Oc5ccccc5)cc4)CC3)c2cc1OC. RXN SMILES: [CH3:1][O:2][c:3]1[cH:4][c:5]2[c:6]([CH:15]3[CH2:16][CH2:17][NH:18][CH2:19][CH2:20]3)[n:7][cH:8][n:9][c:10]2[cH:11][c:12]1[O:13][CH3:14].[O:21]([c:22]1[cH:23][cH:24][cH:25][cH:26][cH:27]1)[c:28]1[cH:29][cH:30][c:31]([N:34]=[C:35]=[O:36])[cH:32][cH:33]1.[O:37]=[CH:38][N:39]([CH3:40])[CH3:41]>>[CH3:1][O:2][c:3]1[cH:4][c:5]2[c:6]([CH:15]3[CH2:16][CH2:17][N:18]([C:35]([NH:34][c:31]4[cH:30][cH:29][c:28]([O:21][c:22]5[cH:23][cH:24][cH:25][cH:26][cH:27]5)[cH:33][cH:32]4)=[O:36])[CH2:19][CH2:20]3)[n:7][cH:8][n:9][c:10]2[cH:11][c:12]1[O:13][CH3:14]. The reactants are BrC1=CC2=C(N(N=C2C=C1NS(=O)(=O)C)C1=CC=C(C=C1)F)C(=O)NC (5-bromo-2-(4-fluorophenyl)-N-methyl-6-(methylsulfonamido)-2H-indazole-3-carboxamide), C(=O)([O-])[O-].[K+].[K+] (K2CO3), CI (CH3I). Isolated yield 95.8%. Solvent: CN(C)C=O (DMF). Procedure details: To a suspension of 5-bromo-2-(4-fluorophenyl)-N-methyl-6-(methylsulfonamido)-2H-indazole-3-carboxamide (0.5 g, 1.1 mmol) and K2CO3 (0.5 g, 3.4 mmol) in DMF (10 mL) was added dropwise CH3I (0.8 g, 5.6 mmol) at 0° C. under N2, and then the mixture was stirred at 80° C. for 2 hours. After concentration under vacuum, the residue was suspended in H2O and extracted with DCM. The combined organic layer was washed with H2O, brine, dried over Na2SO4, filtrated and concentrated to give 5-bromo-2-(4-fluoro... Run at temperature 80 celsius, time 2 hour. RXN SMILES: [Br:1][C:2]1[C:10]([NH:11][S:12]([CH3:15])(=[O:14])=[O:13])=[CH:9][C:8]2[C:4](=[C:5]([C:23]([NH:25][CH3:26])=[O:24])[N:6]([C:16]3[CH:21]=[CH:20][C:19]([F:22])=[CH:18][CH:17]=3)[N:7]=2)[CH:3]=1.[C:27]([O-])([O-])=O.[K+].[K+].CI>CN(C=O)C>[Br:1][C:2]1[C:10]([N:11]([CH3:27])[S:12]([CH3:15])(=[O:13])=[O:14])=[CH:9][C:8]2[C:4](=[C:5]([C:23]([NH:25][CH3:26])=[O:24])[N:6]([C:16]3[CH:17]=[CH:18][C:19]([F:22])=[CH:20][CH:21]=3)[N:7]=2)[CH:3]=1 |f:1.2.3|. Product: BrC1=CC2=C(N(N=C2C=C1N(S(=O)(=O)C)C)C1=CC=C(C=C1)F)C(=O)NC (5-bromo-2-(4-fluorophenyl)-N-methyl-6-(N-methylmethylsulfonamido)-2H-indazole-3-carboxamide). Starting materials: CN(C)C=O (DMF), C(C(=O)Cl)(=O)Cl (oxalyl chloride), N1(CCCCC1)C=1C=CC=2N(N1)C(=NN2)C=2C=C(C(=O)O)C=CC2 (3-[6-(piperidin-1-yl)-1,2,4-triazolo[4,3-b]pyridazine-3-yl]benzoic acid), N (ammonia). The solvent is C1CCOC1 (THF). Reaction conditions: time 2 hour. Yields the product N1(CCCCC1)C=1C=CC=2N(N1)C(=NN2)C=2C=C(C(=O)N)C=CC2 (3-[6-(piperidin-1-yl)-1,2,4-triazolo[4,3-b]pyridazin-3-yl]benzamide). As a reaction SMILES: [N:1]1([C:7]2[CH:8]=[CH:9][C:10]3[N:11]([C:13]([C:16]4[CH:17]=[C:18]([CH:22]=[CH:23][CH:24]=4)[C:19]([OH:21])=O)=[N:14][N:15]=3)[N:12]=2)[CH2:6][CH2:5][CH2:4][CH2:3][CH2:2]1.C[N:26](C=O)C.C(Cl)(=O)C(Cl)=O.N>C1COCC1>[N:1]1([C:7]2[CH:8]=[CH:9][C:10]3[N:11]([C:13]([C:16]4[CH:17]=[C:18]([CH:22]=[CH:23][CH:24]=4)[C:19]([NH2:26])=[O:21])=[N:14][N:15]=3)[N:12]=2)[CH2:2][CH2:3][CH2:4][CH2:5][CH2:6]1. Procedure details: To a solution mixture of 3-[6-(piperidin-1-yl)-1,2,4-triazolo[4,3-b]pyridazine-3-yl]benzoic acid (430 mg), a catalytic amount of DMF and THF (10 ml), oxalyl chloride (0.44 ml) was added with cooling in ice, and the mixture was stirred at room temperature for 2 hours and then ammonia gas was passed with cooling in ice for 15 minutes. The reaction solution was concentrated under reduced pressure, and the resultant residue was combined with chloroform:methanol (10:1), and then insoluble materials w... Reaction SMILES: [Br:1][CH2:2][CH2:3][CH2:4][Cl:5].[C:6]([CH3:7])([CH3:8])([CH3:9])[NH2:10]>>[CH2:2]([CH2:3][CH2:4][Cl:5])[NH:10][C:6]([CH3:7])([CH3:8])[CH3:9]. The product is CC(C)(C)NCCCCl. The reactants are ClCCCBr, CC(C)(C)N. Reactants: NC1=CC2=C(C=C1[N+](=O)[O-])OCO2 (4-Amino-1,2-methylenedioxy-5-nitrobenzene), C(=C)C(=O)C (methyl vinyl ketone). Product: C1OC2=C3C(=CC=NC3=C(C=C2O1)[N+](=O)[O-])C (5,6-methylenedioxy-4-methyl-8-nitroquinoline). The yield is 63.0%. As a reaction SMILES: [NH2:1][C:2]1[C:7]([N+:8]([O-:10])=[O:9])=[CH:6][C:5]2[O:11][CH2:12][O:13][C:4]=2[CH:3]=1.[CH:14]([C:16]([CH3:18])=O)=[CH2:15]>>[CH2:12]1[O:11][C:5]2[C:4](=[C:3]3[C:2](=[C:7]([N+:8]([O-:10])=[O:9])[CH:6]=2)[N:1]=[CH:15][CH:14]=[C:16]3[CH3:18])[O:13]1. Reported procedure: 4-Amino-1,2-methylenedioxy-5-nitrobenzene was made according to the method of Lott, et al.--J. Amer. Chem. Soc., 70, 3621 (1848). It was subjected to a Skraup reaction with methyl vinyl ketone to provide 5,6-methylenedioxy-4-methyl-8-nitroquinoline. The crude compound was crystallized from acetone to give a 63% yield of pure substance; mp 183°-185°. Starting materials: CCOC(=O)Cl, Cl, Nc1cc(S(N)(=O)=O)ccc1C(=O)O, [Na+], [OH-]. The product is CCOC(=O)Nc1cc(S(N)(=O)=O)ccc1C(=O)O. RXN SMILES: [Cl:15][C:16](=[O:17])[O:18][CH2:19][CH3:20].[ClH:21].[NH2:1][c:2]1[c:3]([C:4](=[O:5])[OH:6])[cH:7][cH:8][c:9]([S:11]([NH2:12])(=[O:13])=[O:14])[cH:10]1.[Na+:23].[OH-:22]>>[NH:1]([c:2]1[c:3]([C:4](=[O:5])[OH:6])[cH:7][cH:8][c:9]([S:11]([NH2:12])(=[O:13])=[O:14])[cH:10]1)[C:16](=[O:17])[O:18][CH2:19][CH3:20]. The reactants are O (water), sodium hydride paraffin, CS (methanethiol), C(C)(=O)O[C@@H]1[C@@]2([C@]3(C=CC(C=C3CC[C@H]2[C@@H]2CC[C@@H]([C@@]2(C)C1)OS(=O)(=O)C)=O)C)F ((11β,17β)-11-(Acetyloxy)-9-fluoro-17-(methanesulfonyloxy)androsta-1,4-dien-3-one), O (water). The solvent is CN(C=O)C (dimethylformamide). The product is F[C@@]12[C@]3(C=CC(C=C3CC[C@H]1[C@@H]1CC[C@H]([C@@]1(C)C[C@@H]2O)SC)=O)C ((11β,17α)-9-Fluoro-11-hydroxy-17-(methylthio)androsta-1,4-dien-3-one). RXN SMILES: [CH3:1][SH:2].C([O:6][C@H:7]1[CH2:24][C@@:22]2([CH3:23])[C@@H:18]([CH2:19][CH2:20][C@@H:21]2OS(C)(=O)=O)[C@H:17]2[C@@:8]1([F:32])[C@:9]1([CH3:31])[C:14]([CH2:15][CH2:16]2)=[CH:13][C:12](=[O:30])[CH:11]=[CH:10]1)(=O)C.O>CN(C)C=O>[F:32][C@:8]12[C@@H:7]([OH:6])[CH2:24][C@@:22]3([CH3:23])[C@@H:18]([CH2:19][CH2:20][C@H:21]3[S:2][CH3:1])[C@@H:17]1[CH2:16][CH2:15][C:14]1[C@:9]2([CH3:31])[CH:10]=[CH:11][C:12](=[O:30])[CH:13]=1. Reported procedure: To a suspension of 50% sodium hydride/paraffin (100 mg) in dry dimethylformamide (10 ml), cooled and stirred in an ice bath, a stream of methanethiol was passed until a homogeneous solution resulted. (11β,17β)-11-(Acetyloxy)-9-fluoro-17-(methanesulfonyloxy)androsta-1,4-dien-3-one (280 mg, 0.64 mmole) was added and the solution was heated in an atmosphere of nitrogen in a bath at 100°-120° C. for 5.0 hours. The mixture was then cooled to room temperature and water (1.0 ml) was added. After stirri...